The task is: describe an organic reaction: reactants, conditions, products, and yield. This data is from the Open Reaction Database (ORD), a public repository of structured organic reaction records. The reactants are Cn1cc2cccc(Br)c2n1, COc1ccc(B(O)O)c(C)c1, COCCOC, CCOC(C)=O, [Na+], [Na+], O=C([O-])[O-], O, c1ccc(P(c2ccccc2)(c2ccccc2)[Pd](P(c2ccccc2)(c2ccccc2)c2ccccc2)(P(c2ccccc2)(c2ccccc2)c2ccccc2)P(c2ccccc2)(c2ccccc2)c2ccccc2)cc1. Product: COc1ccc(-c2cccc3cn(C)nc23)c(C)c1. As a reaction SMILES: [Br:1][c:2]1[cH:3][cH:4][cH:5][c:6]2[cH:7][n:8]([CH3:11])[n:9][c:10]12.[CH3:12][O:13][c:14]1[cH:15][c:16]([CH3:23])[c:17]([B:20]([OH:21])[OH:22])[cH:18][cH:19]1.[CH3:30][O:31][CH2:32][CH2:33][O:34][CH3:35].[CH3:37][CH2:38][O:39][C:40]([CH3:41])=[O:42].[Na+:24].[Na+:25].[O-:26][C:27](=[O:28])[O-:29].[OH2:36].[cH:43]1[cH:44][cH:45][c:46]([P:47]([Pd:48]([P:49]([c:50]2[cH:51][cH:52][cH:53][cH:54][cH:55]2)([c:56]2[cH:57][cH:58][cH:59][cH:60][cH:61]2)[c:62]2[cH:63][cH:64][cH:65][cH:66][cH:67]2)([P:68]([c:69]2[cH:70][cH:71][cH:72][cH:73][cH:74]2)([c:75]2[cH:76][cH:77][cH:78][cH:79][cH:80]2)[c:81]2[cH:82][cH:83][cH:84][cH:85][cH:86]2)[P:87]([c:88]2[cH:89][cH:90][cH:91][cH:92][cH:93]2)([c:94]2[cH:95][cH:96][cH:97][cH:98][cH:99]2)[c:100]2[cH:101][cH:102][cH:103][cH:104][cH:105]2)([c:106]2[cH:107][cH:108][cH:109][cH:110][cH:111]2)[c:112]2[cH:113][cH:114][cH:115][cH:116][cH:117]2)[cH:118][cH:119]1>>[c:2]1(-[c:17]2[c:16]([CH3:23])[cH:15][c:14]([O:13][CH3:12])[cH:19][cH:18]2)[cH:3][cH:4][cH:5][c:6]2[cH:7][n:8]([CH3:11])[n:9][c:10]12. Reactants: [Al+3], [Cl-], [Cl-], [Cl-], ClCCl, CC(C)(CC(=O)Cl)c1ccc(F)cc1. Product: CC1(C)CC(=O)c2cc(F)ccc21. Reaction SMILES: [Al+3:16].[Cl-:15].[Cl-:17].[Cl-:18].[Cl:19][CH2:20][Cl:21].[F:1][c:2]1[cH:3][cH:4][c:5]([C:8]([CH2:9][C:10](=[O:11])[Cl:12])([CH3:13])[CH3:14])[cH:6][cH:7]1>>[F:1][c:2]1[cH:3][cH:4][c:5]2[c:6]([cH:7]1)[C:10](=[O:11])[CH2:9][C:8]2([CH3:13])[CH3:14]. The product is CCOC(=O)C(Cc1ccc(OCCNC(=O)c2ccc(-c3ccccn3)cc2)cc1)N(CC)c1ccccc1. As a reaction SMILES: [CH2:19]([CH3:20])[N:21]([c:22]1[cH:23][cH:24][cH:25][cH:26][cH:27]1)[CH:28]([C:29](=[O:30])[O:31][CH2:32][CH3:33])[CH2:34][c:35]1[cH:36][cH:37][c:38]([OH:41])[cH:39][cH:40]1.[O:61]=[C:62]([O:63][CH2:64][CH3:65])[N:66]=[N:67][C:68]([O:69][CH2:70][CH3:71])=[O:72].[c:42]1([P:43]([c:44]2[cH:45][cH:46][cH:47][cH:48][cH:49]2)[c:50]2[cH:51][cH:52][cH:53][cH:54][cH:55]2)[cH:56][cH:57][cH:58][cH:59][cH:60]1.[n:1]1[c:2](-[c:7]2[cH:8][cH:9][c:10]([C:11](=[O:12])[NH:13][CH2:14][CH2:15][OH:16])[cH:17][cH:18]2)[cH:3][cH:4][cH:5][cH:6]1>>[n:1]1[c:2](-[c:7]2[cH:8][cH:9][c:10]([C:11](=[O:12])[NH:13][CH2:14][CH2:15][O:16][c:38]3[cH:37][cH:36][c:35]([CH2:34][CH:28]([N:21]([CH2:19][CH3:20])[c:22]4[cH:23][cH:24][cH:25][cH:26][cH:27]4)[C:29](=[O:30])[O:31][CH2:32][CH3:33])[cH:40][cH:39]3)[cH:17][cH:18]2)[cH:3][cH:4][cH:5][cH:6]1. The reactants are CCOC(=O)C(Cc1ccc(O)cc1)N(CC)c1ccccc1, CCOC(=O)N=NC(=O)OCC, c1ccc(P(c2ccccc2)c2ccccc2)cc1, O=C(NCCO)c1ccc(-c2ccccn2)cc1. Reaction SMILES: [C:1]([O:4][CH:5]([C:36]1[CH:44]=[C:43]2[C:39]([CH:40]=[N:41][N:42]2[CH2:45][CH2:46][CH2:47][O:48][CH3:49])=[CH:38][CH:37]=1)[C@H:6]([CH:33]([CH3:35])[CH3:34])[CH2:7][C@H:8]1[C@H:12]([CH2:13][NH:14][C:15](=[O:23])[C:16]([CH3:22])([CH3:21])[CH2:17][CH2:18][CH2:19][CH3:20])[O:11]C(C)(C)[N:9]1C(OC(C)(C)C)=O)(=[O:3])[CH3:2].C(O)(C(F)(F)F)=O.C(Cl)Cl>>[C:1]([O:4][CH:5]([C:36]1[CH:44]=[C:43]2[C:39]([CH:40]=[N:41][N:42]2[CH2:45][CH2:46][CH2:47][O:48][CH3:49])=[CH:38][CH:37]=1)[C@H:6]([CH:33]([CH3:34])[CH3:35])[CH2:7][C@H:8]([NH2:9])[C@@H:12]([OH:11])[CH2:13][NH:14][C:15](=[O:23])[C:16]([CH3:22])([CH3:21])[CH2:17][CH2:18][CH2:19][CH3:20])(=[O:3])[CH3:2] |f:1.2|. Reactants: C(C)(=O)OC([C@@H](C[C@@H]1N(C(O[C@H]1CNC(C(CCCC)(C)C)=O)(C)C)C(=O)OC(C)(C)C)C(C)C)C1=CC=C2C=NN(C2=C1)CCCOC ((4S,5S)-tert-butyl 4-((S)-2-(acetoxy(1-(3-methoxypropyl)-1H-indazol-6-yl)methyl)-3-methylbutyl)-5-((2,2-dimethylhexanamido)methyl)-2,2-dimethyloxazolidine-3-carboxylate), C(=O)(C(F)(F)F)O.C(Cl)Cl (TFA CH2Cl2). Yield: 61.0%. Product: C(C)(=O)OC([C@@H](C[C@@H]([C@H](CNC(C(CCCC)(C)C)=O)O)N)C(C)C)C1=CC=C2C=NN(C2=C1)CCCOC ((2S,4S,5S)-4-amino-6-(2,2-dimethylhexanamido)-5-hydroxy-2-isopropyl-1-(1-(3-methoxypropyl)-1H-indazol-6-yl)hexyl acetate). Procedure details: (4S,5S)-tert-butyl 4-((S)-2-(acetoxy(1-(3-methoxypropyl)-1H-indazol-6-yl)methyl)-3-methylbutyl)-5-((2,2-dimethylhexanamido)methyl)-2,2-dimethyloxazolidine-3-carboxylate (25 mg, 0.036 mmol) was dissolved 20% TFA/CH2Cl2 (6 mL) at 0° C. and the stirred for 2 h. The solvent was removed in vacuo and the residue was purified by preparative HPLC to give (2S,4S,5S)-4-amino-6-(2,2-dimethylhexanamido)-5-hydroxy-2-isopropyl-1-(1-(3-methoxypropyl)-1H-indazol-6-yl)hexyl acetate (12 mg, 52%). 1H NMR (400 MHz,... Conditions: time 2 hour. Starting materials: C(C)(=O)C(C(=O)OCC)CCCCC#CCOC1OCCCC1 (Ethyl 2-acetyl-9-tetrahydropyranyloxy-non-7-ynoate). The reagents and catalysts are [Pd] (Pd/C). The solvent is C(OC)COC (dimethoxyethane). The product is C(C)(=O)C(C(=O)OCC)CCCCCCCOC1OCCCC1 (Ethyl 2-acetyl-9-tetrahydropyranyloxy-nonanoate). Isolated yield 76.3%. RXN SMILES: [C:1]([CH:4]([CH2:10][CH2:11][CH2:12][CH2:13][C:14]#[C:15][CH2:16][O:17][CH:18]1[CH2:23][CH2:22][CH2:21][CH2:20][O:19]1)[C:5]([O:7][CH2:8][CH3:9])=[O:6])(=[O:3])[CH3:2]>C(COC)OC.[Pd]>[C:1]([CH:4]([CH2:10][CH2:11][CH2:12][CH2:13][CH2:14][CH2:15][CH2:16][O:17][CH:18]1[CH2:23][CH2:22][CH2:21][CH2:20][O:19]1)[C:5]([O:7][CH2:8][CH3:9])=[O:6])(=[O:3])[CH3:2]. Procedure: Ethyl 2-acetyl-9-tetrahydropyranyloxy-non-7-ynoate (25.9 g) was hydrogenated over 10% Pd/C (3 g) in dry dimethoxyethane (300 ml) at atmospheric pressure and room temperature. When hydrogen absorption was completed the mixture was filtered through kieselguhr and the filtrate was evaporated in vacuo. The residual oil was chromatographed on silica gel (600 g) using chloroform as eluant. Ethyl 2-acetyl-9-tetrahydropyranyloxy-nonanoate (20 g) was obtained as a colourless oil. The reactants are S1C=CC2=NC(=C(C=C21)C(=O)OC)C(=O)OC (Dimethyl thieno[3,2-b]pyridine-5,6-dicarboxylate), [OH-].[Na+] (sodium hydroxide), Cl (hydrochloric acid). Solvent: O (water), O (water). Reaction conditions: temperature 60 celsius. The product is S1C=CC2=NC(=C(C=C21)C(=O)O)C(=O)O (thieno[3,2-b]pyridine-5,6-dicarboxylic acid). Reaction SMILES: [S:1]1[C:9]2[C:4](=[N:5][C:6]([C:14]([O:16]C)=[O:15])=[C:7]([C:10]([O:12]C)=[O:11])[CH:8]=2)[CH:3]=[CH:2]1.[OH-].[Na+].Cl>O>[S:1]1[C:9]2[C:4](=[N:5][C:6]([C:14]([OH:16])=[O:15])=[C:7]([C:10]([OH:12])=[O:11])[CH:8]=2)[CH:3]=[CH:2]1 |f:1.2|. Reported procedure: Dimethyl thieno[3,2-b]pyridine-5,6-dicarboxylate (3.75 g, 0.0149 mol) is added to a solution of sodium hydroxide (1.8 g, 0.045 mol) in water (20 mL) and the mixture is warmed at 60° C. for 20 hours. The reaction mixture is diluted with water, cooled in an ice bath, and acidified by the addition of concentrated hydrochloric acid. A precipitate of thieno[3,2-b]pyridine-5,6-dicarboxylic acid is filtered off and dried overnight to give 3.1 g (93%) mp >380° C. Starting materials: C(CCCCCCCCCCCCCC)C1NC2=CC(=CC=C2C1)C(=O)O ((RS)-2-(n-pentadecyl)indoline-6-carboxylic acid), [OH-].[Na+] (sodium hydroxide). The solvent is C(C)O (ethanol). Yields the product C(CCCCCCCCCCCCCC)C1NC2=CC(=CC=C2C1)C(=O)[O-].[Na+] (sodium (RS)-2-(n-pentadecyl)indoline-6-carboxylate). Reaction SMILES: [CH2:1]([CH:16]1[CH2:24][C:23]2[C:18](=[CH:19][C:20]([C:25]([OH:27])=[O:26])=[CH:21][CH:22]=2)[NH:17]1)[CH2:2][CH2:3][CH2:4][CH2:5][CH2:6][CH2:7][CH2:8][CH2:9][CH2:10][CH2:11][CH2:12][CH2:13][CH2:14][CH3:15].[OH-].[Na+:29]>C(O)C>[CH2:1]([CH:16]1[CH2:24][C:23]2[C:18](=[CH:19][C:20]([C:25]([O-:27])=[O:26])=[CH:21][CH:22]=2)[NH:17]1)[CH2:2][CH2:3][CH2:4][CH2:5][CH2:6][CH2:7][CH2:8][CH2:9][CH2:10][CH2:11][CH2:12][CH2:13][CH2:14][CH3:15].[Na+:29] |f:1.2,4.5|. Reported procedure: (RS)-2-(n-pentadecyl)indoline-6-carboxylic acid (10.0 g) in hot ethanol (250 ml) was treated with an aqueous sodium hydroxide solution (20 ml, of strength 10% w/v). The mixture was left to cool and a solid precipitated and was collected. The solid was washed with a little water and then acetone and was recrystallised from a mixture of ethanol and water (95:5) to give sodium (RS)-2-(n-pentadecyl)indoline-6-carboxylate (4.9 g), in the form of colourless crystals, m.p. greater than 320° C. (with de... Reactants: ice, ice, OC(C=C)(C)C1=C(C=CC(=C1)Cl)Cl (3-hydroxy-3-(2,5-dichlorophenyl)-1-butene), N1=CC=CC=C1 (pyridine), S(=O)(Cl)Cl (thionyl chloride). Run in C(Cl)Cl (methylene chloride), C(Cl)Cl (methylene chloride). Conditions: time 1 hour. Yields the product ClCC=C(C)C1=C(C=CC(=C1)Cl)Cl (1-chloro-3-(2,5-dichlorophenyl)-2-butene). Isolated yield 41.7%. As a reaction SMILES: O[C:2]([C:6]1[CH:11]=[C:10]([Cl:12])[CH:9]=[CH:8][C:7]=1[Cl:13])([CH3:5])[CH:3]=[CH2:4].N1C=CC=CC=1.S(Cl)([Cl:22])=O>C(Cl)Cl>[Cl:22][CH2:4][CH:3]=[C:2]([C:6]1[CH:11]=[C:10]([Cl:12])[CH:9]=[CH:8][C:7]=1[Cl:13])[CH3:5]. Procedure details: Under a nitrogen atmosphere, a stirred solution of 12.0 grams (0.056 mole) of 3-hydroxy-3-(2,5-dichlorophenyl)-1-butene and 4.7 grams (0.056 mole) of pyridine in 85 mL of methylene chloride is cooled in an ice-water bath, and 6.6 grams (0.056 mole) of thionyl chloride is added dropwise. Upon completion of addition, the reaction mixture is stirred for about one hour. After this time the reaction mixture is diluted with 50 mL of methylene chloride and about 50 grams of ice. The mixture is stirred ... Starting materials: BrC1=CC=C(O1)C(CC(C(F)(F)F)=O)=O (1-(5-bromofuran-2-yl)-4,4,4-trifluorobutane-1,3-dione), N(N)CC(=O)OCC (ethyl 2-hydrazinylacetate). Solvent: CO (methanol). Conditions: temperature 0 celsius. Product: BrC1=CC=C(O1)C1=CC(=NN1CC(=O)OCC)C(F)(F)F (ethyl 2-(5-(5bromofuran-2-yl)-3-(trifluoromethyl)-1H-pyrazol-1-yl)acetate). Yield: 23.3%. Reaction SMILES: [Br:1][C:2]1[O:6][C:5]([C:7](=O)[CH2:8][C:9](=O)[C:10]([F:13])([F:12])[F:11])=[CH:4][CH:3]=1.[NH:16]([CH2:18][C:19]([O:21][CH2:22][CH3:23])=[O:20])[NH2:17]>CO>[Br:1][C:2]1[O:6][C:5]([C:7]2[N:16]([CH2:18][C:19]([O:21][CH2:22][CH3:23])=[O:20])[N:17]=[C:9]([C:10]([F:13])([F:12])[F:11])[CH:8]=2)=[CH:4][CH:3]=1. Reported procedure: A mixture of compound 44 (4 g, 14.0 mmol), ethyl 2-hydrazinylacetate (2.37 g, 15.0 mmol) and methanol (60 mL) was heated for 1.5 h. The reaction mixture was cooled to 0° C. and solvent was removed under reduced pressure. Water (100 mL) was added and the reaction mixture extracted with ethyl acetate (50 mL×3). Combined organic layer was washed with brine, dried over sodium sulphate and concentrated under reduced pressure. The crude compound was purified by column chromatography using 10% ethyl ac... Starting materials: CN(C)C=O, C=C[Sn](CCCC)(CCCC)CCCC, Cc1nn(-c2c(Cl)cc(C(F)(F)F)cc2Cl)cc1I, c1ccc(P(c2ccccc2)(c2ccccc2)[Pd](P(c2ccccc2)(c2ccccc2)c2ccccc2)(P(c2ccccc2)(c2ccccc2)c2ccccc2)P(c2ccccc2)(c2ccccc2)c2ccccc2)cc1. Product: C=Cc1cn(-c2c(Cl)cc(C(F)(F)F)cc2Cl)nc1C. Reaction SMILES: [CH3:35][N:36]([CH3:37])[CH:38]=[O:39].[CH:20](=[CH2:21])[Sn:22]([CH2:23][CH2:24][CH2:25][CH3:26])([CH2:27][CH2:28][CH2:29][CH3:30])[CH2:31][CH2:32][CH2:33][CH3:34].[Cl:1][c:2]1[c:3](-[n:13]2[n:14][c:15]([CH3:19])[c:16]([I:18])[cH:17]2)[c:4]([Cl:12])[cH:5][c:6]([C:8]([F:9])([F:10])[F:11])[cH:7]1.[cH:40]1[cH:41][cH:42][c:43]([P:44]([Pd:45]([P:46]([c:47]2[cH:48][cH:49][cH:50][cH:51][cH:52]2)([c:53]2[cH:54][cH:55][cH:56][cH:57][cH:58]2)[c:59]2[cH:60][cH:61][cH:62][cH:63][cH:64]2)([P:65]([c:66]2[cH:67][cH:68][cH:69][cH:70][cH:71]2)([c:72]2[cH:73][cH:74][cH:75][cH:76][cH:77]2)[c:78]2[cH:79][cH:80][cH:81][cH:82][cH:83]2)[P:84]([c:85]2[cH:86][cH:87][cH:88][cH:89][cH:90]2)([c:91]2[cH:92][cH:93][cH:94][cH:95][cH:96]2)[c:97]2[cH:98][cH:99][cH:100][cH:101][cH:102]2)([c:103]2[cH:104][cH:105][cH:106][cH:107][cH:108]2)[c:109]2[cH:110][cH:111][cH:112][cH:113][cH:114]2)[cH:115][cH:116]1>>[Cl:1][c:2]1[c:3](-[n:13]2[n:14][c:15]([CH3:19])[c:16]([CH:20]=[CH2:21])[cH:17]2)[c:4]([Cl:12])[cH:5][c:6]([C:8]([F:9])([F:10])[F:11])[cH:7]1.